Dataset: the Open Reaction Database (ORD), a public repository of structured organic reaction records. Task: describe an organic reaction: reactants, conditions, products, and yield Starting materials: COC(=O)[C@H]1N(CC(C1)=O)CC1=CC(=CC=C1)Cl ((S)-1-(3-chloro-benzyl)-4-oxo-pyrrolidine-2-carboxylic acid methyl ester), FC(C=1C=C(CNC)C=C(C1)C(F)(F)F)(F)F ((3,5-bis-trifluoromethyl-benzyl)-methyl-amine). The product is COC(=O)[C@H]1N(C[C@H](C1)N(C)CC1=CC(=CC(=C1)C(F)(F)F)C(F)(F)F)CC1=CC(=CC=C1)Cl ((2S,4S)-4-[(3,5-Bis-trifluoromethyl-benzyl)-methyl-amino]-1-(3-chloro-benzyl)-pyrrolidine-2-carboxylic acid methyl ester). Yield: 95.0%. RXN SMILES: [CH3:1][O:2][C:3]([C@@H:5]1[CH2:9][C:8](=O)[CH2:7][N:6]1[CH2:11][C:12]1[CH:17]=[CH:16][CH:15]=[C:14]([Cl:18])[CH:13]=1)=[O:4].[F:19][C:20]([F:35])([F:34])[C:21]1[CH:22]=[C:23]([CH:27]=[C:28]([C:30]([F:33])([F:32])[F:31])[CH:29]=1)[CH2:24][NH:25][CH3:26]>>[CH3:1][O:2][C:3]([C@@H:5]1[CH2:9][C@H:8]([N:25]([CH2:24][C:23]2[CH:27]=[C:28]([C:30]([F:31])([F:32])[F:33])[CH:29]=[C:21]([C:20]([F:19])([F:34])[F:35])[CH:22]=2)[CH3:26])[CH2:7][N:6]1[CH2:11][C:12]1[CH:17]=[CH:16][CH:15]=[C:14]([Cl:18])[CH:13]=1)=[O:4]. Procedure details: As described for Example 64c, (S)-1-(3-chloro-benzyl)-4-oxo-pyrrolidine-2-carboxylic acid methyl ester (7 mmol) was converted, using (3,5-bis-trifluoromethyl-benzyl)-methyl-amine instead of (2,4-difluorobenzyl)-methyl-amine, to the title product in 95% yield as yellow oil. MS m/e=509.9 [M+H]+. Reactants: N1C(CC1)CN1N=C(C=2C1=NC=NC2N)C2=C(C=C(C=C2)OC2=CC=CC=C2)F (1-(azetidin-2-ylmethyl)-3-(2-fluoro-4-phenoxy-phenyl)pyrazolo[3,4-d]pyrimidin-4-amine), C(#N)CC(=O)O (2-cyanoacetic acid), C(CC)P1(OP(OP(O1)(=O)CCC)(=O)CCC)=O (T3P), TEA. The solvent is C(Cl)Cl (DCM). Conditions: time 8 hour. The product is NC1=C2C(=NC=N1)N(N=C2C2=C(C=C(C=C2)OC2=CC=CC=C2)F)CC2N(CC2)C(CC#N)=O (3-[2-[[4-amino-3-(2-fluoro-4-phenoxy-phenyl)pyrazolo[3,4-d]pyrimidin-1-yl]methyl]azetidin-1-yl]-3-oxo-propanenitrile). The yield is 72.0%. Reaction SMILES: [NH:1]1[CH2:4][CH2:3][CH:2]1[CH2:5][N:6]1[C:10]2=[N:11][CH:12]=[N:13][C:14]([NH2:15])=[C:9]2[C:8]([C:16]2[CH:21]=[CH:20][C:19]([O:22][C:23]3[CH:28]=[CH:27][CH:26]=[CH:25][CH:24]=3)=[CH:18][C:17]=2[F:29])=[N:7]1.[C:30]([CH2:32][C:33](O)=[O:34])#[N:31].C(P1(=O)OP(CCC)(=O)OP(CCC)(=O)O1)CC>C(Cl)Cl>[NH2:15][C:14]1[N:13]=[CH:12][N:11]=[C:10]2[N:6]([CH2:5][CH:2]3[CH2:3][CH2:4][N:1]3[C:33](=[O:34])[CH2:32][C:30]#[N:31])[N:7]=[C:8]([C:16]3[CH:21]=[CH:20][C:19]([O:22][C:23]4[CH:24]=[CH:25][CH:26]=[CH:27][CH:28]=4)=[CH:18][C:17]=3[F:29])[C:9]=12. Reported procedure: To a mixture of 1-(azetidin-2-ylmethyl)-3-(2-fluoro-4-phenoxy-phenyl)pyrazolo[3,4-d]pyrimidin-4-amine (236.4 mg, 0.610 mmol), 2-cyanoacetic acid (77.2 mg, 0.910 mmol) in DCM (8 mL) in ice bath, was added T3P (0.36 mL, 1.21 mmol) and TEA (0.34 mL, 2.42 mmol). The ice bath was removed and the reaction mixture was stirred at room temperature overnight. The reaction mixture was loaded onto the silica gel column, purified with 0-3% gradient MeOH:CH2CL2, to get 3-[2-[[4-amino-3-(2-fluoro-4-phenoxy-phe... RXN SMILES: [CH3:30][C:31](=[O:32])[OH:33].[CH3:34][OH:35].[CH:1](=[O:2])[c:3]1[cH:4][c:5]([C:6](=[O:7])[OH:8])[cH:9][cH:10][cH:11]1.[NH2:12][c:13]1[n:14][nH:15][c:16]2[n:17][cH:18][n:19][c:20]([NH:22][c:23]3[cH:24][c:25]([Cl:29])[cH:26][cH:27][cH:28]3)[c:21]12>>[CH2:1]([c:3]1[cH:4][c:5]([C:6](=[O:7])[OH:8])[cH:9][cH:10][cH:11]1)[NH:12][c:13]1[n:14][nH:15][c:16]2[n:17][cH:18][n:19][c:20]([NH:22][c:23]3[cH:24][c:25]([Cl:29])[cH:26][cH:27][cH:28]3)[c:21]12. Reactants: CC(=O)O, CO, O=Cc1cccc(C(=O)O)c1, Nc1n[nH]c2ncnc(Nc3cccc(Cl)c3)c12. Product: O=C(O)c1cccc(CNc2n[nH]c3ncnc(Nc4cccc(Cl)c4)c23)c1. Reactants: CO, CCN(CC)CCOc1ccc(CN)cc1Cl, O=C(O)C#Cc1ccc(C(F)(F)F)cc1Cl, ClCCl. The product is CCN(CC)CCOc1ccc(CNC(=O)C#Cc2ccc(C(F)(F)F)cc2Cl)cc1Cl. As a reaction SMILES: [CH3:34][OH:35].[Cl:17][c:18]1[cH:19][c:20]([CH2:32][NH2:33])[cH:21][cH:22][c:23]1[O:24][CH2:25][CH2:26][N:27]([CH2:28][CH3:29])[CH2:30][CH3:31].[Cl:1][c:2]1[c:3]([C:12]#[C:13][C:14](=[O:15])[OH:16])[cH:4][cH:5][c:6]([C:8]([F:9])([F:10])[F:11])[cH:7]1.[Cl:36][CH2:37][Cl:38]>>[Cl:1][c:2]1[c:3]([C:12]#[C:13][C:14](=[O:16])[NH:33][CH2:32][c:20]2[cH:19][c:18]([Cl:17])[c:23]([O:24][CH2:25][CH2:26][N:27]([CH2:28][CH3:29])[CH2:30][CH3:31])[cH:22][cH:21]2)[cH:4][cH:5][c:6]([C:8]([F:9])([F:10])[F:11])[cH:7]1. The reactants are CN(C(CN[C@]12[C@@H]([C@H]3CC[C@@H]4[C@]5(CC=C(C([C@@H]5CC[C@]4([C@@]3(CC1)C)C)(C)C)C1=CC=C(C(=O)O)C=C1)C)[C@@H](CC2)C(=C)C)=O)C (4-((1R,3aS,5aR,5bR,7aR,11aS,11bR,13aR,13bR)-3a-(2-(dimethylamino)-2-oxoethylamino)-5a,5b,8,8,11a-pentamethyl-1-(prop-1-en-2-yl)-2,3,3a,4,5,5a,5b,6,7,7a,8,11,11a,11b,12,13,13a,13b-octadecahydro-1H-cyclopenta[a]chrysen-9-yl)benzoic acid), Cl.ClCCCN1CCOCC1 (4-(3-chloropropyl)morpholine hydrochloride). The product is C[C@]12CC[C@@]3([C@@H]([C@H]2CC[C@@H]2[C@]4(CC=C(C([C@@H]4CC[C@@]12C)(C)C)C1=CC=C(C(=O)O)C=C1)C)[C@@H](CC3)C(=C)C)NCCCN3CCOCC3 (4-((1R,3aS,5aR,5bR,7aR,11aS,11bR,13aR,13bR)-5a,5b,8,8,11a-pentamethyl-3a-(3-morpholinopropylamino)-1-(prop-1-en-2-yl)-2,3,3a,4,5,5a,5b,6,7,7a,8,11,11a,11b,12,13,13a,13b-octadecahydro-1H-cyclopenta[a]chrysen-9-yl)benzoic acid), solid. The yield is 48.1%. RXN SMILES: CN(C)C(=O)C[NH:5][C@:6]12[CH2:40][CH2:39][C@@H:38]([C:41]([CH3:43])=[CH2:42])[C@@H:7]1[C@@H:8]1[C@@:21]([CH3:24])([CH2:22][CH2:23]2)[C@@:20]2([CH3:25])[C@@H:11]([C@:12]3([CH3:37])[C@@H:17]([CH2:18][CH2:19]2)[C:16]([CH3:27])([CH3:26])[C:15]([C:28]2[CH:36]=[CH:35][C:31]([C:32]([OH:34])=[O:33])=[CH:30][CH:29]=2)=[CH:14][CH2:13]3)[CH2:10][CH2:9]1.Cl.Cl[CH2:48][CH2:49][CH2:50][N:51]1[CH2:56][CH2:55][O:54][CH2:53][CH2:52]1>>[CH3:24][C@:21]12[C@@:20]3([CH3:25])[C@@H:11]([C@:12]4([CH3:37])[C@@H:17]([CH2:18][CH2:19]3)[C:16]([CH3:26])([CH3:27])[C:15]([C:28]3[CH:29]=[CH:30][C:31]([C:32]([OH:34])=[O:33])=[CH:35][CH:36]=3)=[CH:14][CH2:13]4)[CH2:10][CH2:9][C@@H:8]1[C@H:7]1[C@H:38]([C:41]([CH3:43])=[CH2:42])[CH2:39][CH2:40][C@:6]1([NH:5][CH2:48][CH2:49][CH2:50][N:51]1[CH2:56][CH2:55][O:54][CH2:53][CH2:52]1)[CH2:23][CH2:22]2 |f:1.2|. Procedure details: The title compound was prepared following the method described above for the synthesis of 4-((1R,3aS,5aR,5bR,7aR,11aS,11bR,13aR,13bR)-3a-(2-(dimethylamino)-2-oxoethylamino)-5a,5b,8,8,11a-pentamethyl-1-(prop-1-en-2-yl)-2,3,3a,4,5,5a,5b,6,7,7a,8,11,11a,11b,12,13,13a,13b-octadecahydro-1H-cyclopenta[a]chrysen-9-yl)benzoic acid using 4-(3-chloropropyl)morpholine hydrochloride as the alkylating reagent in Step 1. The product was isolated as a white solid (60 mg, 48.1%). LCMS: m/e 657.55 (M+H)+, 2.24 m... Starting materials: [Br-] (bromide), P(Br)(Br)Br (PBr3), FC(C1=C(C(C2=CC=CC=C2)O)C=CC=C1)(F)F (2-(Trifluoromethyl)benzhydrol). Solvent: C(C)OCC (ethyl ether), C(C)OCC (ethyl ether). Run at time 16 hour. The product is FC(C1=C(C(C2=CC=CC=C2)Br)C=CC=C1)(F)F (2-(Trifluoromethyl)benzhydryl bromide). Reaction SMILES: [F:1][C:2]([F:18])([F:17])[C:3]1[CH:16]=[CH:15][CH:14]=[CH:13][C:4]=1[CH:5](O)[C:6]1[CH:11]=[CH:10][CH:9]=[CH:8][CH:7]=1.P(Br)(Br)[Br:20].[Br-]>C(OCC)C>[F:1][C:2]([F:18])([F:17])[C:3]1[CH:16]=[CH:15][CH:14]=[CH:13][C:4]=1[CH:5]([Br:20])[C:6]1[CH:11]=[CH:10][CH:9]=[CH:8][CH:7]=1. Reported procedure: 2-(Trifluoromethyl)benzhydrol (20.2 g, 79.9 mmol) was dissolved in ethyl ether (195 mL), and cooled in an ice-H2O bath, under N2. To the resulting solution was added, dropwise, a solution of PBr3 (3.80 mL, 40.0 mmol) in ethyl ether (95 mL). After addition was complete, the reaction mixture was brought to room temperature and stirred for 16 hours. The reaction mixture was cooled in an ice-H2O bath and quenched with H2O (200 mL). The aqueous layer was extracted with ethyl ether (2×200 mL). The com... Starting materials: [H-].[Na+] (sodium hydride), CC(C#CC1=CC=C(C=C1)CCC)(C)O (3-Methyl-1-(4'-propylphenyl)-1-butyne-3-ol), O (water). Conditions: temperature 60 celsius, time 6 hour. Reaction SMILES: CC(O)(C)[C:3]#[C:4][C:5]1[CH:10]=[CH:9][C:8]([CH2:11][CH2:12][CH3:13])=[CH:7][CH:6]=1.[H-].[Na+].O>C1(C)C=CC=CC=1>[CH2:11]([C:8]1[CH:7]=[CH:6][C:5]([C:4]#[CH:3])=[CH:10][CH:9]=1)[CH2:12][CH3:13] |f:1.2|. The yield is 68.0%. Reported procedure: 3-Methyl-1-(4'-propylphenyl)-1-butyne-3-ol (33 g) was dissolved in toluene (320 ml) under nitrogen atmosphere, and then sodium hydride (60% in 2 g of paraffin liquid) was added thereto. The mixture was stirred at 60° C. for 6 hours. The reaction solution was poured into water (300 ml), and then extracted with chloroform, followed by washing with water three times. After distilling off toluene and chloroform, the resultant was distilled under reduced pressure (b.p. 60° to 63° C./4 mmHg) to give 4... Product: C(CC)C1=CC=C(C=C1)C#C (4-propylphenylacetylene). The solvent is C1(=CC=CC=C1)C (toluene).